This data is from the Open Reaction Database (ORD), a public repository of structured organic reaction records. The task is: describe an organic reaction: reactants, conditions, products, and yield Reactants: [Al+3], [Cl-], [Cl-], [Cl-], O=C(c1ccccc1)c1ccccc1, CCOS(=O)(=O)OCC. Product: CCc1cccc(C(=O)c2ccccc2)c1. RXN SMILES: [Al+3:25].[Cl-:24].[Cl-:26].[Cl-:27].[O:1]=[C:2]([c:3]1[cH:4][cH:5][cH:6][cH:7][cH:8]1)[c:9]1[cH:10][cH:11][cH:12][cH:13][cH:14]1.[S:15]([O:16][CH2:17][CH3:18])([O:21][CH2:19][CH3:20])(=[O:22])=[O:23]>>[O:1]=[C:2]([c:3]1[cH:4][cH:5][cH:6][cH:7][cH:8]1)[c:9]1[cH:10][c:11]([CH2:19][CH3:20])[cH:12][cH:13][cH:14]1. The reactants are CN(C)S(=O)(=O)C1CCN(c2cnc3ccc(Br)cc3n2)CC1, O=C([O-])[O-], C1COCCO1, CC1(C)OB(c2cncc(NS(=O)(=O)c3ccccc3)c2)OC1(C)C, [K+], [K+]. Yields the product CN(C)S(=O)(=O)C1CCN(c2cnc3ccc(-c4cncc(NS(=O)(=O)c5ccccc5)c4)cc3n2)CC1. As a reaction SMILES: [Br:1][c:2]1[cH:3][cH:4][c:5]2[n:6][cH:7][c:8]([N:12]3[CH2:13][CH2:14][CH:15]([S:18](=[O:19])(=[O:20])[N:21]([CH3:22])[CH3:23])[CH2:16][CH2:17]3)[n:9][c:10]2[cH:11]1.[C:49](=[O:50])([O-:51])[O-:52].[CH2:55]1[O:56][CH2:57][CH2:58][O:59][CH2:60]1.[CH3:24][C:25]1([CH3:26])[C:27]([CH3:28])([CH3:29])[O:30][B:31]([c:32]2[cH:33][c:34]([NH:38][S:39](=[O:40])(=[O:41])[c:42]3[cH:43][cH:44][cH:45][cH:46][cH:47]3)[cH:35][n:36][cH:37]2)[O:48]1.[K+:53].[K+:54]>>[c:2]1(-[c:32]2[cH:33][c:34]([NH:38][S:39](=[O:40])(=[O:41])[c:42]3[cH:43][cH:44][cH:45][cH:46][cH:47]3)[cH:35][n:36][cH:37]2)[cH:3][cH:4][c:5]2[n:6][cH:7][c:8]([N:12]3[CH2:13][CH2:14][CH:15]([S:18](=[O:19])(=[O:20])[N:21]([CH3:22])[CH3:23])[CH2:16][CH2:17]3)[n:9][c:10]2[cH:11]1.